From a dataset of the Open Reaction Database (ORD), a public repository of structured organic reaction records. describe an organic reaction: reactants, conditions, products, and yield The reactants are Cc1cccc2ccccc12, CCOC(C)=O, O=[N+]([O-])O, O=S(=O)(O)O. The product is Cc1ccc([N+](=O)[O-])c2ccccc12. Reaction SMILES: [CH3:1][c:2]1[cH:3][cH:4][cH:5][c:6]2[cH:7][cH:8][cH:9][cH:10][c:11]12.[CH3:21][CH2:22][O:23][C:24](=[O:25])[CH3:26].[OH:17][N+:18]([O-:19])=[O:20].[S:12](=[O:13])(=[O:14])([OH:15])[OH:16]>>[CH3:1][c:2]1[cH:3][cH:4][c:5]([N+:18](=[O:17])[O-:19])[c:6]2[cH:7][cH:8][cH:9][cH:10][c:11]12. Reactants: CCc1ccc(CBr)cc1CC, CCOC(=O)C(NC(C)=O)C(=O)OCC, C1COCCO1, CCO, [Na]. The product is CCOC(=O)C(Cc1ccc(CC)c(CC)c1)(NC(C)=O)C(=O)OCC. As a reaction SMILES: [Br:20][CH2:21][c:22]1[cH:23][c:24]([CH2:30][CH3:31])[c:25]([CH2:28][CH3:29])[cH:26][cH:27]1.[C:5]([CH3:6])(=[O:7])[NH:8][CH:9]([C:10](=[O:11])[O:12][CH2:13][CH3:14])[C:15](=[O:16])[O:17][CH2:18][CH3:19].[CH2:32]1[O:33][CH2:34][CH2:35][O:36][CH2:37]1.[CH3:2][CH2:3][OH:4].[Na:1]>>[C:5]([CH3:6])(=[O:7])[NH:8][C:9]([C:10](=[O:11])[O:12][CH2:13][CH3:14])([C:15](=[O:16])[O:17][CH2:18][CH3:19])[CH2:21][c:22]1[cH:23][c:24]([CH2:30][CH3:31])[c:25]([CH2:28][CH3:29])[cH:26][cH:27]1. Reactants: NC1=CC=C(C=C)C=C1 (p-aminostyrene), C(CCCCCCCCCCCCCCCCC)N=C=O (n-octadecyl isocyanate). Run in C(Cl)(Cl)Cl (chloroform), C(Cl)(Cl)Cl (Chloroform). The product is C=CC1=CC=CC=C1.C(CCCCCCCCCCCCCCCCC)NC(=O)N (n-Octadecyl Urea Styrene). RXN SMILES: [NH2:1][C:2]1[CH:9]=[CH:8][C:5]([CH:6]=[CH2:7])=[CH:4][CH:3]=1.[CH2:10]([N:28]=[C:29]=[O:30])[CH2:11][CH2:12][CH2:13][CH2:14][CH2:15][CH2:16][CH2:17][CH2:18][CH2:19][CH2:20][CH2:21][CH2:22][CH2:23][CH2:24][CH2:25][CH2:26][CH3:27]>C(Cl)(Cl)Cl>[CH2:7]=[CH:6][C:5]1[CH:8]=[CH:9][CH:2]=[CH:3][CH:4]=1.[CH2:10]([NH:28][C:29]([NH2:1])=[O:30])[CH2:11][CH2:12][CH2:13][CH2:14][CH2:15][CH2:16][CH2:17][CH2:18][CH2:19][CH2:20][CH2:21][CH2:22][CH2:23][CH2:24][CH2:25][CH2:26][CH3:27] |f:3.4|. Procedure: 1.00 g (8.40 mmol) of p-aminostyrene (99% Tokyo Kasei) was added to a 250 ml round bottom flask containing 10 ml of chloroform. After ten minutes of mixing, 2.52 g (8.41 mmol) of n-octadecyl isocyanate (98% Aldrich) was added dropwise. Within seconds, a yellow precipitate formed. Chloroform (20 ml) was added to aid stirring. The precipitate was filtered to remove the reaction liquid, then washed with 20 ml of chloroform resulting in a pale yellow powder (3.38 g, 96.0% crude yield, mp=109° C.). Reactants: C(C)(C)(C)OC(N(C1=NC(=NC(=C1)OC[C@@H]1[C@H](C1)C1=NC=C(C=C1)C)C)CC=1SC(=NN1)C(C)(C)C)=O (Tert-butyl(5-tert-butyl-1,3,4-thiadiazol-2-yl)methyl(2-methyl-6-(((1S,2S)-2-(5-methylpyridin-2-yl)cyclopropyl)methoxy)pyrimidin-4-yl)carbamate), Cl (HCl). Run at time 6 hour. Product: C(C)(C)(C)C1=NN=C(S1)CNC1=NC(=NC(=C1)OC[C@H]1[C@@H](C1)C1=NC=C(C=C1)C)C (N-((5-tert-butyl-1,3,4-thiadiazol-2-yl)methyl)-2-methyl-6-(((1R,2R)-2-(5-methylpyridin-2-yl)cyclopropyl)methoxy)pyrimidin-4-amine). Isolated yield 117.8%. RXN SMILES: C(OC(=O)[N:7]([CH2:27][C:28]1[S:29][C:30]([C:33]([CH3:36])([CH3:35])[CH3:34])=[N:31][N:32]=1)[C:8]1[CH:13]=[C:12]([O:14][CH2:15][C@H:16]2[CH2:18][C@@H:17]2[C:19]2[CH:24]=[CH:23][C:22]([CH3:25])=[CH:21][N:20]=2)[N:11]=[C:10]([CH3:26])[N:9]=1)(C)(C)C.Cl>>[C:33]([C:30]1[S:29][C:28]([CH2:27][NH:7][C:8]2[CH:13]=[C:12]([O:14][CH2:15][C@@H:16]3[CH2:18][C@H:17]3[C:19]3[CH:24]=[CH:23][C:22]([CH3:25])=[CH:21][N:20]=3)[N:11]=[C:10]([CH3:26])[N:9]=2)=[N:32][N:31]=1)([CH3:36])([CH3:35])[CH3:34]. Reported procedure: 15-4 (40 mg, 0.06 mmol) was treated with HCl (4 M in 1,4-dioxane) (2 mL) and the mixture was stirred at room temperature for 6 h. Then it was concentrated, diluted with water (1 mL), and adjusted to pH 11 with aq NaOH (4 N). The resulting mixture was extracted with DCM (10 mL×4) and the organic layer was dried over Na2SO4, concetrated to afford the title compound (30 mg, 93%). 1H NMR (400 MHz, MeOD) δ 8.08 (s, 1H), 7.40 (d, J=7.8 Hz, 1H), 7.03 (d, J=8.0 Hz, 1H), 5.60 (s, 1H), 4.16 (dd, J=10.9, 6... The product is CN1N=CC(=C1C(=O)NC1=CC=2N(C=C1)N=C(N2)C2=CC=CC=C2)C(=O)N[C@@H]2COCC2 ((S)-1-methyl-N5-(2-phenyl-[1,2,4]triazolo[1,5-a]pyridin-7-yl)-N4-(tetrahydrofuran-3-yl)-1H-pyrazole-4,5-dicarboxamide). The reactants are CN1N=CC(=C1C(NC1=CC=2N(C=C1)N=C(N2)C2=CC=CC=C2)=O)C(=O)O (1-methyl-5-(2-phenyl-[1,2,4]triazolo[1,5-a]pyridin-7-ylcarbamoyl)-1H-pyrazole-4-carboxylic acid), Cl.O1C[C@H](CC1)N ((S)-tetrahydrofuran-3-ylamine hydrochloride), C(C)(C)N(CC)C(C)C (diisopropylethylamine), CCCP(=O)=O (propylphosphonic anhydride). Reported procedure: A mixture of 1-methyl-5-(2-phenyl-[1,2,4]triazolo[1,5-a]pyridin-7-ylcarbamoyl)-1H-pyrazole-4-carboxylic acid (100 mg, 276 μmol), (S)-tetrahydrofuran-3-ylamine hydrochloride (68.2 mg, 552 μmol), diisopropylethylamine (193 μl, 1.1 mmol) and propylphosphonic anhydride (50% in ethyl acetate, 407 μl, 690 μmol) in tetrahydrofurane (7 ml) is refluxed for 18 hours. The solvent is evaporated and to the residue is added sat. aqueous sodium hydrogencarbonate solution. The mixture is stirred for 20 minutes ... Reaction conditions: time 20 minute. RXN SMILES: [CH3:1][N:2]1[C:6]([C:7](=[O:24])[NH:8][C:9]2[CH:14]=[CH:13][N:12]3[N:15]=[C:16]([C:18]4[CH:23]=[CH:22][CH:21]=[CH:20][CH:19]=4)[N:17]=[C:11]3[CH:10]=2)=[C:5]([C:25](O)=[O:26])[CH:4]=[N:3]1.Cl.[O:29]1[CH2:33][CH2:32][C@H:31]([NH2:34])[CH2:30]1.C(N(C(C)C)CC)(C)C.CCCP(=O)=O>O1CCCC1>[CH3:1][N:2]1[C:6]([C:7]([NH:8][C:9]2[CH:14]=[CH:13][N:12]3[N:15]=[C:16]([C:18]4[CH:23]=[CH:22][CH:21]=[CH:20][CH:19]=4)[N:17]=[C:11]3[CH:10]=2)=[O:24])=[C:5]([C:25]([NH:34][C@H:31]2[CH2:32][CH2:33][O:29][CH2:30]2)=[O:26])[CH:4]=[N:3]1 |f:1.2|. The solvent is O1CCCC1 (tetrahydrofurane). Isolated yield 99.1%. Starting materials: N-(tert-butoxycarbonyl)-L-cyclohexylalanine, C(C)(C)(C)OC(NC(C(C)(C)C)C(NC1C(CC2=CC=CC=C12)O)=O)=O ([1-(2-Hydroxy-indan-1-ylcarbamoyl)-2,2-dimethyl-propyl]-carbamic acid tert.butyl ester), ClNC([O-])=O (chlorocarbamate), C(C)(C)(C)OC(=O)NC(C(=O)O)C(C)(C)C (2-tert.butoxycarbonylamino-3,3-dimetylbutyric acid), C1(CCCCC1)CN (cyclohexanemethylamine), C(C)OC(=O)C1(C(C1)C=C)NC(=O)C1N(CC(C1)OC1=CC(=NC2=CC(=CC=C12)OC)C1=CC=CC=C1)C(NC(C(C)(C)C)C(NC1C(CC2=CC=CC=C12)O)=O)=O (1-{[1-[1-(2-Hydroxy-indan-1-ylcarbamoyl)-2,2-dimethyl-propylcarbamoyl]4-(7-methoxy-2-phenyl-quinolin-4-yloxy)-pyrrolidin e-2-carbonyl]-amino}-2-vinyl-cyclopropanecarboxylic acid ethyl ester). Product: C1(CCCCC1)C[C@@H](C(NCC1CCCCC1)=O)NC(=O)N1[C@@H](C[C@H](C1)OC1=CC(=NC2=CC(=CC=C12)OC)C1=CC=CC=C1)C(=O)N[C@]1([C@@H](C1)C=C)C(=O)O ((1R,2S)-1-{[(2S,4R)-1-[(1S)-2-Cyclohexyl-1-(cyclohexylmethyl-carbamoyl)-ethylcarbamoyl]4-(7-methoxy-2-phenyl-quinolin-4-yloxy)-pyrrolidine-2-carbonyl]-amino}-2-vinyl-cyclopropanecarboxylic acid). As a reaction SMILES: C(OC(NC(C(C)(C)C)C(O)=O)=O)(C)(C)C.[CH:17]1([CH2:23][NH2:24])[CH2:22][CH2:21][CH2:20][CH2:19][CH2:18]1.C(OC(=O)NC(C(=O)NC1[C:47]2[C:42](=[CH:43][CH:44]=[CH:45][CH:46]=2)CC1O)C(C)(C)C)(C)(C)C.ClNC(=O)[O-].C([O:58][C:59]([C:61]1([NH:66][C:67]([CH:69]2[CH2:73][CH:72]([O:74][C:75]3[C:84]4[C:79](=[CH:80][C:81]([O:85][CH3:86])=[CH:82][CH:83]=4)[N:78]=[C:77]([C:87]4[CH:92]=[CH:91][CH:90]=[CH:89][CH:88]=4)[CH:76]=3)[CH2:71][N:70]2[C:93](=[O:113])[NH:94][CH:95]([C:100](=[O:112])NC2C3C(=CC=CC=3)CC2O)[C:96](C)(C)C)=[O:68])[CH2:63][CH:62]1[CH:64]=[CH2:65])=[O:60])C>>[CH:42]1([CH2:96][C@H:95]([NH:94][C:93]([N:70]2[CH2:71][C@H:72]([O:74][C:75]3[C:84]4[C:79](=[CH:80][C:81]([O:85][CH3:86])=[CH:82][CH:83]=4)[N:78]=[C:77]([C:87]4[CH:92]=[CH:91][CH:90]=[CH:89][CH:88]=4)[CH:76]=3)[CH2:73][C@H:69]2[C:67]([NH:66][C@:61]2([C:59]([OH:58])=[O:60])[CH2:63][C@H:62]2[CH:64]=[CH2:65])=[O:68])=[O:113])[C:100](=[O:112])[NH:24][CH2:23][CH:17]2[CH2:22][CH2:21][CH2:20][CH2:19][CH2:18]2)[CH2:47][CH2:46][CH2:45][CH2:44][CH2:43]1. Procedure details: N-(tert-butoxycarbonyl)-L-cyclohexylalanine was attached to the resin as described for the preparation of compound 16 followed by reaction with cyclohexanemethylamine as described for the preparation of 17 and removal of the Boc group as described for 18. The afforded compound was then reacted with the chlorocarbamate achieved from 12 as described for the preparation of 13 which gave the title compound. Purity by HPLC>95%. M+H+766.4. Starting materials: OC1(C2=CC=CC=C2C=2C=CC=CC12)C(=O)N1[C@H](C(=O)O)CCC1 (9-hydroxy-9-fluorenylcarbonyl-L-proline), ClC=1C=CC(=C(C1)CN)N1N=NN=C1 (1-[5-chloro-2-(1H-tetraazol-1-yl)phenyl]methanamine). The product is ClC=1C=CC(=C(CNC([C@@H]2N(CCC2)C(=O)C2(C3=CC=CC=C3C=3C=CC=CC23)O)=O)C1)N1N=NN=C1 (N-[5-chloro-2-(1H-tetraazol-1-yl)benzyl]-1-[(9-hydroxy-9H-fluoren-9-yl)carbonyl]-D-prolinamide). Reaction SMILES: [OH:1][C:2]1([C:15]([N:17]2[CH2:24][CH2:23][CH2:22][C@H:18]2[C:19](O)=[O:20])=[O:16])[C:14]2[CH:13]=[CH:12][CH:11]=[CH:10][C:9]=2[C:8]2[C:3]1=[CH:4][CH:5]=[CH:6][CH:7]=2.[Cl:25][C:26]1[CH:27]=[CH:28][C:29]([N:34]2[CH:38]=[N:37][N:36]=[N:35]2)=[C:30]([CH2:32][NH2:33])[CH:31]=1>>[Cl:25][C:26]1[CH:27]=[CH:28][C:29]([N:34]2[CH:38]=[N:37][N:36]=[N:35]2)=[C:30]([CH:31]=1)[CH2:32][NH:33][C:19](=[O:20])[C@H:18]1[CH2:22][CH2:23][CH2:24][N:17]1[C:15]([C:2]1([OH:1])[C:14]2[CH:13]=[CH:12][CH:11]=[CH:10][C:9]=2[C:8]2[C:3]1=[CH:4][CH:5]=[CH:6][CH:7]=2)=[O:16]. Procedure details: Prepared by procedures similar to that described above in Example 8 from 9-hydroxy-9-fluorenylcarbonyl-L-proline and 1-[5-chloro-2-(1H-tetraazol-1-yl)phenyl]methanamine. Starting materials: O (Water), C(C)OC(CBr)=O (ethylbromoacetate), C([O-])([O-])=O.[K+].[K+] (potassium carbonate), ClC=1C=CC(=C(C1)C1=CC(=C(C=C1)C(=O)N1CCCC1)F)O (1-[(5′-chloro-3-fluoro-2′-hydroxy[1,1′-biphenyl]-4-yl)carbonyl]-pyrrolidine). Run in C(C)(=O)OCC (ethyl acetate), CN(C)C=O (DMF). Conditions: time 16 hour. The product is ClC=1C=CC(=C(C1)C1=CC(=C(C=C1)C(=O)N1CCCC1)F)OCC(=O)OCC ([[5-chloro-3′-fluoro-4′-(1-pyrrolidinylcarbonyl)[1,1′-biphenyl]-2-yl]oxy]-acetic acid, ethyl ester). Reaction SMILES: [Cl:1][C:2]1[CH:3]=[CH:4][C:5]([OH:22])=[C:6]([C:8]2[CH:13]=[CH:12][C:11]([C:14]([N:16]3[CH2:20][CH2:19][CH2:18][CH2:17]3)=[O:15])=[C:10]([F:21])[CH:9]=2)[CH:7]=1.[CH2:23]([O:25][C:26](=[O:29])[CH2:27]Br)[CH3:24].C(=O)([O-])[O-].[K+].[K+].O>CN(C=O)C.C(OCC)(=O)C>[Cl:1][C:2]1[CH:3]=[CH:4][C:5]([O:22][CH2:27][C:26]([O:25][CH2:23][CH3:24])=[O:29])=[C:6]([C:8]2[CH:13]=[CH:12][C:11]([C:14]([N:16]3[CH2:17][CH2:18][CH2:19][CH2:20]3)=[O:15])=[C:10]([F:21])[CH:9]=2)[CH:7]=1 |f:2.3.4|. Procedure: The product of step c) (0.11 g) was dissolved in DMF (5 ml), ethylbromoacetate (0.04 ml) and potassium carbonate (0.1 g) were added. The reaction mixture was stirred for 16 h at RT. Water and ethyl acetate were added. The organic layer was removed, dried (MgSO4) and evaporated in vacuo. The residue was purified by flash column chromatography eluting with isohexane:ethyl acetate (1:1) to give the sub-title compound. Yield 0.12 g. Starting materials: O=C(O)C=Cc1ccc(C(=C2CCCCCC2)c2ccc(O)cc2)cc1, ClCCl, O=C(Cl)C(=O)Cl, CN(C)C=O. Product: O=C(Cl)C=Cc1ccc(C(=C2CCCCCC2)c2ccc(O)cc2)cc1. Reaction SMILES: [C:1]1(=[C:8]([c:9]2[cH:10][cH:11][c:12]([CH:15]=[CH:16][C:17](=[O:18])[OH:19])[cH:13][cH:14]2)[c:20]2[cH:21][cH:22][c:23]([OH:26])[cH:24][cH:25]2)[CH2:2][CH2:3][CH2:4][CH2:5][CH2:6][CH2:7]1.[Cl:27][CH2:28][Cl:29].[Cl:30][C:31]([C:32]([Cl:33])=[O:34])=[O:35].[O:36]=[CH:37][N:38]([CH3:39])[CH3:40]>>[C:1]1(=[C:8]([c:9]2[cH:10][cH:11][c:12]([CH:15]=[CH:16][C:17](=[O:18])[Cl:27])[cH:13][cH:14]2)[c:20]2[cH:21][cH:22][c:23]([OH:26])[cH:24][cH:25]2)[CH2:2][CH2:3][CH2:4][CH2:5][CH2:6][CH2:7]1.